This data is from the Open Reaction Database (ORD), a public repository of structured organic reaction records. The task is: describe an organic reaction: reactants, conditions, products, and yield Starting materials: [N+](=O)([O-])C1=CC=CC=C1 (nitrobenzene), C(=S)=S (carbon disulfide), compound ( XV ), ClCC(=O)O (chloroacetic acid). Product: S1C=CC2=C1C=CC=C2 (benzothiophene). Reaction SMILES: [N+]([C:4]1[CH:9]=[CH:8][CH:7]=[CH:6][CH:5]=1)([O-])=O.Cl[CH2:11][C:12](O)=O.C(=S)=[S:16]>>[S:16]1[C:5]2[CH:6]=[CH:7][CH:8]=[CH:9][C:4]=2[CH:12]=[CH:11]1. Procedure details: In further detail, a compound (XIV) is reacted with a benzoyl chloride in the presence of a Lewis acid (e.g. aluminum chloride or tin tetrachloride) to obtain a compound (XV). Usually, this reaction can be carried out by the use of or without a solvent (e.g. carbon disulfide or nitrobenzene) in a temperature range of room temperature to about 100° C. Then, the compound (XV) is reacted with chloroacetic acid in a temperature range of approximately 80°-130° C. to obtain benzothiophene or a derivat... Reactants: NCC1=NOC(=N1)C=1N=CN2C1[C@H]1N(C(C3=C2C=CC=C3)=O)CC1 ((S)-1-(3-aminomethyl-1,2,4-oxadiazol-5-yl)-12,12a-dihydro-9H,11H-azeto[2,1-c]imidazo[1,5-a][1,4]benzodiazepin-9-one), C(C)N(C(C)C)C(C)C (N-ethyldiisopropylamine), C(C=C)Br (allyl bromide). Run in C(Cl)Cl (methylene chloride). Product: C(C=C)N(CC=C)CC1=NOC(=N1)C=1N=CN2C1[C@H]1N(C(C3=C2C=CC=C3)=O)CC1 ((S)-1-(3-diallylaminomethyl-1,2,4-oxadiazol-5-yl)-12,12a-dihydro-9H,11H-azeto[2,1-c]imidazo[1,5-a][1,4]benzodiazepin-9-one). Reaction SMILES: [NH2:1][CH2:2][C:3]1[N:7]=[C:6]([C:8]2[N:9]=[CH:10][N:11]3[C:17]4[CH:18]=[CH:19][CH:20]=[CH:21][C:16]=4[C:15](=[O:22])[N:14]4[CH2:23][CH2:24][C@H:13]4[C:12]=23)[O:5][N:4]=1.C(N(C(C)C)[CH:28]([CH3:30])[CH3:29])C.[CH2:34](Br)[CH:35]=[CH2:36]>C(Cl)Cl>[CH2:30]([N:1]([CH2:2][C:3]1[N:7]=[C:6]([C:8]2[N:9]=[CH:10][N:11]3[C:17]4[CH:18]=[CH:19][CH:20]=[CH:21][C:16]=4[C:15](=[O:22])[N:14]4[CH2:23][CH2:24][C@H:13]4[C:12]=23)[O:5][N:4]=1)[CH2:36][CH:35]=[CH2:34])[CH:28]=[CH2:29]. Procedure: 4.72 g (14.6 mmol) of crude (S)-1-(3-aminomethyl-1,2,4-oxadiazol-5-yl)-12,12a-dihydro-9H,11H-azeto[2,1-c]imidazo[1,5-a][1,4]benzodiazepin-9-one, 70 ml of methylene chloride, 6 ml (35 mmol) of N-ethyldiisopropylamine and 3.53 g (29.2 mmol) of allyl bromide were stirred at room temperature for 60 hours. The reaction mixture was evaporated and the residue was chromatographed on 180 g of silica gel while eluting with ethyl acetate. By concentrating the uniform fractions there was obtained (S)-1-(3-d... The reactants are CC(=O)OI1(C=2C=CC=CC2C(=O)O1)(OC(=O)C)OC(=O)C (Dess-Martin reagent), ClC1=CC=C(C=C1)C1=C(C=2N(N=C1)C(N(N2)CC(COCC)O)=O)C2=CC=C(C=C2)Cl (7,8-bis(4-chlorophenyl)-2-(3-ethoxy-2-hydroxypropyl)-[1,2,4]triazolo[4,3-b]pyridazin-3(2H)-one). Solvent: C(Cl)Cl (CH2Cl2). Run at time 2 hour. Yields the product ClC1=CC=C(C=C1)C1=C(C=2N(N=C1)C(N(N2)CC(COCC)=O)=O)C2=CC=C(C=C2)Cl (7,8-bis(4-chlorophenyl)-2-(3-ethoxy-2-oxopropyl)-[1,2,4]triazolo[4,3-b]pyridazin-3(2H)-one). The yield is 95.0%. As a reaction SMILES: CC(OI1(OC(C)=O)(OC(C)=O)OC(=O)C2C=CC=CC1=2)=O.[Cl:23][C:24]1[CH:29]=[CH:28][C:27]([C:30]2[CH:35]=[N:34][N:33]3[C:36](=[O:46])[N:37]([CH2:39][CH:40]([OH:45])[CH2:41][O:42][CH2:43][CH3:44])[N:38]=[C:32]3[C:31]=2[C:47]2[CH:52]=[CH:51][C:50]([Cl:53])=[CH:49][CH:48]=2)=[CH:26][CH:25]=1>C(Cl)Cl>[Cl:23][C:24]1[CH:25]=[CH:26][C:27]([C:30]2[CH:35]=[N:34][N:33]3[C:36](=[O:46])[N:37]([CH2:39][C:40](=[O:45])[CH2:41][O:42][CH2:43][CH3:44])[N:38]=[C:32]3[C:31]=2[C:47]2[CH:48]=[CH:49][C:50]([Cl:53])=[CH:51][CH:52]=2)=[CH:28][CH:29]=1. Reported procedure: The Dess-Martin reagent (56 mg, 0.131 mmol) was added to a solution of 7,8-bis(4-chlorophenyl)-2-(3-ethoxy-2-hydroxypropyl)-[1,2,4]triazolo[4,3-b]pyridazin-3(2H)-one, prepared as described in Example 29, (50 mg, 0.109 mmol) in 1 mL of CH2Cl2. The reaction was stirred for 2 h., filtered, and concentrated under reduced pressure. The crude material was purified by reverse phase HPLC to give the title compound, 7,8-bis(4-chlorophenyl)-2-(3-ethoxy-2-oxopropyl)-[1,2,4]triazolo[4,3-b]pyridazin-3(2H)-on... The reactants are [BH4-], O=C1c2ccccc2C(=O)N1CCCCSc1ccncc1, CCO, [Na+]. Yields the product O=C1c2ccccc2C(O)N1CCCCSc1ccncc1. Reaction SMILES: [BH4-:23].[C:1]1(=[O:22])[c:2]2[c:3]([cH:18][cH:19][cH:20][cH:21]2)[C:4](=[O:17])[N:5]1[CH2:6][CH2:7][CH2:8][CH2:9][S:10][c:11]1[cH:12][cH:13][n:14][cH:15][cH:16]1.[CH3:25][CH2:26][OH:27].[Na+:24]>>[CH:1]1([OH:22])[c:2]2[c:3]([cH:18][cH:19][cH:20][cH:21]2)[C:4](=[O:17])[N:5]1[CH2:6][CH2:7][CH2:8][CH2:9][S:10][c:11]1[cH:12][cH:13][n:14][cH:15][cH:16]1. The reactants are C(=O)(O)[O-].[Na+] (NaHCO3), [O-]S(=O)(=O)[O-].[Na+].[Na+] (Na2SO4), C1=CC(=CC(=C1)Cl)C(=O)OO (m-CPBA), C(C)OC(=O)C=1C(=NC(=NC1)SC)C1=C(C=CC=C1)F (4-(2-fluoro-phenyl)-2-methylsulfanyl-pyrimidine-5-carboxylic acid ethyl ester). Solvent: C(Cl)Cl (CH2Cl2), C(Cl)Cl (CH2Cl2). Reaction conditions: temperature 0 celsius, time 3 hour. The product is C(C)OC(=O)C=1C(=NC(=NC1)S(=O)C)C1=C(C=CC=C1)F (4-(2-fluoro-phenyl)-2-methanesulfinyl-pyrimidine-5-carboxylic acid ethyl ester). The yield is 100.0%. Reaction SMILES: [O-:1]S([O-])(=O)=O.[Na+].[Na+].C1C=C(Cl)C=C(C(OO)=O)C=1.[CH2:19]([O:21][C:22]([C:24]1[C:25]([C:32]2[CH:37]=[CH:36][CH:35]=[CH:34][C:33]=2[F:38])=[N:26][C:27]([S:30][CH3:31])=[N:28][CH:29]=1)=[O:23])[CH3:20].C([O-])(O)=O.[Na+]>C(Cl)Cl>[CH2:19]([O:21][C:22]([C:24]1[C:25]([C:32]2[CH:37]=[CH:36][CH:35]=[CH:34][C:33]=2[F:38])=[N:26][C:27]([S:30]([CH3:31])=[O:1])=[N:28][CH:29]=1)=[O:23])[CH3:20] |f:0.1.2,5.6|. Procedure details: A Na2SO4-dried solution of m-CPBA (10.64 g, ca. 45 mmol) in CH2Cl2 (100 mL) was added drop wise to a cold (−65° C.) solution of 4-(2-fluoro-phenyl)-2-methylsulfanyl-pyrimidine-5-carboxylic acid ethyl ester in CH2Cl2 (200 mL) keeping the temperature below −65° C. The yellow suspension was allowed to warm to 0° C. over 1 hour. After 3 hours at 0° C., a saturated aqueous NaHCO3 solution (100 mL) was added to quench the reaction. The organic layer was separated, washed with saturated aqueous NaCl so... Starting materials: C1(CCCCC1)[NH2+]C1CCCCC1.C(C)(C)(C)OC(=O)N[C@H](C(=O)[O-])CCCCCC=C ((S)-2-tert-butoxycarbonylamino-non-8-enoic acid dicyclohexylammonium salt), CN1CCOCC1 (N-methylmorpholine), C(C(C)(C)C)(=O)Cl (pivaloyl chloride), C(C)OC(=O)[C@@]1([C@@H](C1)C=C)NC(=O)[C@@H]1C[C@H](CN1)OC(=O)N1CC2=CC=CC(=C2C1)F (4-Fluoro-1,3-dihydro-isoindole-2-carboxylic acid (3R,5S)-5-((1R,2S)-1-ethoxycarbonyl-2-vinyl-cyclopropylcarbamoyl)-pyrrolidin-3-yl ester), anhydride, Cl (HCl). The solvent is C1CCOC1 (THF), C1CCOC1 (THF), C1CCOC1 (THF), O (water). Reaction conditions: temperature 22.5 celsius, time 45 minute. Product: C(C)(C)(C)OC(=O)N[C@H](C(=O)N1C[C@@H](C[C@H]1C(N[C@]1([C@@H](C1)C=C)C(=O)OCC)=O)OC(=O)N1CC2=CC=CC(=C2C1)F)CCCCCC=C (4-fluoro-1,3-dihydro-isoindole-2-carboxylic acid (3R,5S)-1-((S)-2-tert-butoxycarbonylamino-non-8-enoyl)-5-((1R,2S)-1-ethoxycarbonyl-2-vinyl-cyclopropylcarbamoyl)-pyrrolidin-3-yl ester). Isolated yield 110.2%. As a reaction SMILES: C1([NH2+]C2CCCCC2)CCCCC1.[C:14]([O:18][C:19]([NH:21][C@@H:22]([CH2:26][CH2:27][CH2:28][CH2:29][CH2:30][CH:31]=[CH2:32])[C:23]([O-:25])=O)=[O:20])([CH3:17])([CH3:16])[CH3:15].CN1CCOCC1.C(Cl)(=O)C(C)(C)C.[CH2:47]([O:49][C:50]([C@@:52]1([NH:57][C:58]([C@H:60]2[NH:64][CH2:63][C@H:62]([O:65][C:66]([N:68]3[CH2:76][C:75]4[C:70](=[CH:71][CH:72]=[CH:73][C:74]=4[F:77])[CH2:69]3)=[O:67])[CH2:61]2)=[O:59])[CH2:54][C@H:53]1[CH:55]=[CH2:56])=[O:51])[CH3:48].Cl>C1COCC1.O>[C:14]([O:18][C:19]([NH:21][C@@H:22]([CH2:26][CH2:27][CH2:28][CH2:29][CH2:30][CH:31]=[CH2:32])[C:23]([N:64]1[C@H:60]([C:58](=[O:59])[NH:57][C@:52]2([C:50]([O:49][CH2:47][CH3:48])=[O:51])[CH2:54][C@H:53]2[CH:55]=[CH2:56])[CH2:61][C@@H:62]([O:65][C:66]([N:68]2[CH2:76][C:75]3[C:70](=[CH:71][CH:72]=[CH:73][C:74]=3[F:77])[CH2:69]2)=[O:67])[CH2:63]1)=[O:25])=[O:20])([CH3:15])([CH3:16])[CH3:17] |f:0.1|. Reported procedure: A solution of 1.15 g (2.55 mmoL) (S)-2-tert-butoxycarbonylamino-non-8-enoic acid dicyclohexylammonium salt (commercially available from Synthetech Oregon, USA) and 469 mg (4.64 mmol) N-methylmorpholine in 9.0 mL of THF was added dropwise to a solution of 302 mg (2.53 mmol) pivaloyl chloride in 1.5 mL of THF while maintaining the temperature at 20-25° C. The suspension was stirred for 45 min, then cooled to 0° C. A solution of 1.00 g (2.32 mmol) of 4-Fluoro-1,3-dihydro-isoindole-2-carboxylic acid... Starting materials: Clc1cnc(Br)cc1Br, O=C([O-])[O-], C1CCOC1, [Cs+], [Cs+], COC(=O)c1ccc(-c2cc(OC)c(N)cc2C)cc1, O=C(C=Cc1ccccc1)C=Cc1ccccc1, O=C(C=Cc1ccccc1)C=Cc1ccccc1, O=C(C=Cc1ccccc1)C=Cc1ccccc1, [Pd], [Pd]. The product is COC(=O)c1ccc(-c2cc(OC)c(Nc3cc(Br)c(Cl)cn3)cc2C)cc1. RXN SMILES: [Br:21][c:22]1[n:23][cH:24][c:25]([Cl:29])[c:26]([Br:28])[cH:27]1.[C:30](=[O:31])([O-:32])[O-:33].[CH2:92]1[O:93][CH2:94][CH2:95][CH2:96]1.[Cs+:34].[Cs+:35].[NH2:1][c:2]1[cH:3][c:4]([CH3:20])[c:5](-[c:10]2[cH:11][cH:12][c:13]([C:16](=[O:17])[O:18][CH3:19])[cH:14][cH:15]2)[cH:6][c:7]1[O:8][CH3:9].[O:38]=[C:39]([CH:40]=[CH:41][c:42]1[cH:43][cH:44][cH:45][cH:46][cH:47]1)[CH:48]=[CH:49][c:50]1[cH:51][cH:52][cH:53][cH:54][cH:55]1.[O:56]=[C:57]([CH:58]=[CH:59][c:60]1[cH:61][cH:62][cH:63][cH:64][cH:65]1)[CH:66]=[CH:67][c:68]1[cH:69][cH:70][cH:71][cH:72][cH:73]1.[O:74]=[C:75]([CH:76]=[CH:77][c:78]1[cH:79][cH:80][cH:81][cH:82][cH:83]1)[CH:84]=[CH:85][c:86]1[cH:87][cH:88][cH:89][cH:90][cH:91]1.[Pd:36].[Pd:37]>>[NH:1]([c:2]1[cH:3][c:4]([CH3:20])[c:5](-[c:10]2[cH:11][cH:12][c:13]([C:16](=[O:17])[O:18][CH3:19])[cH:14][cH:15]2)[cH:6][c:7]1[O:8][CH3:9])[c:22]1[n:23][cH:24][c:25]([Cl:29])[c:26]([Br:28])[cH:27]1. Reactants: C[Si](C)(C)[N-][Si](C)(C)C, CO, Cc1nc(N)nc(-c2cc(CN3CCOCC3)cnc2F)n1, CS(=O)(=O)Nc1cc(N)cnc1Cl, [Na+], CN(C)C=O. Product: Cc1nc(N)nc(-c2cc(CN3CCOCC3)cnc2Nc2cnc(Cl)c(NS(C)(=O)=O)c2)n1. Reaction SMILES: [CH3:37][Si:38]([N-:39][Si:40]([CH3:41])([CH3:42])[CH3:43])([CH3:44])[CH3:45].[CH3:46][OH:47].[F:1][c:2]1[n:3][cH:4][c:5]([CH2:16][N:17]2[CH2:18][CH2:19][O:20][CH2:21][CH2:22]2)[cH:6][c:7]1-[c:8]1[n:9][c:10]([NH2:15])[n:11][c:12]([CH3:14])[n:13]1.[NH2:23][c:24]1[cH:25][c:26]([NH:31][S:32](=[O:33])(=[O:34])[CH3:35])[c:27]([Cl:30])[n:28][cH:29]1.[Na+:36].[O:48]=[CH:49][N:50]([CH3:51])[CH3:52]>>[c:2]1([NH:23][c:24]2[cH:25][c:26]([NH:31][S:32](=[O:33])(=[O:34])[CH3:35])[c:27]([Cl:30])[n:28][cH:29]2)[n:3][cH:4][c:5]([CH2:16][N:17]2[CH2:18][CH2:19][O:20][CH2:21][CH2:22]2)[cH:6][c:7]1-[c:8]1[n:9][c:10]([NH2:15])[n:11][c:12]([CH3:14])[n:13]1. Starting materials: C12(CC3CC(CC(C1)C3)C2)C2=CC=C(OCC(=O)NC=3C=C(C(=O)O)C=CC3)C=C2 (3-[2-(4-adamantan-1-yl-phenoxy)-acetylamino]-benzoic acid), FC(C=1C=C(C=CC1)N)(F)F (3-trifluoromethyl-phenylamine), C(CCl)Cl (EDC), C=1C=CC2=C(C1)N=NN2O (HOBt), CCN(C(C)C)C(C)C (DIPEA). The solvent is CN(C)C=O (DMF). The product is C(C1=CC=CC=C1)(=O)N (benzamide). Isolated yield 248.3%. RXN SMILES: C12(C3C=CC(OCC(N[C:20]4[CH:21]=[C:22]([CH:26]=[CH:27][CH:28]=4)[C:23](O)=[O:24])=O)=CC=3)CC3CC(CC(C3)C1)C2.FC(F)(F)C1C=C([NH2:39])C=CC=1.C(Cl)CCl.C1C=CC2N(O)N=NC=2C=1.CCN(C(C)C)C(C)C>CN(C=O)C>[C:23]([NH2:39])(=[O:24])[C:22]1[CH:26]=[CH:27][CH:28]=[CH:20][CH:21]=1. Reported procedure: To a solution of 3-[2-(4-adamantan-1-yl-phenoxy)-acetylamino]-benzoic acid (50.0 mg, 0.13 mmol), 3-trifluoromethyl-phenylamine (31.5 mg, 0.03 ml 0.20 mmol), EDC (37.4 mg, 0.20 mmol) and HOBt (30.0 mg, 0.20 mmol) in DMF 1.3 mL was added DIPEA (0.04 ml, 0.20 mmol). Reaction mixture was stirred, and separated by ethyl acetate and 10% HCl. It was sequentially washed with brine and water, and dried over MgSO4. The solvent was filtered and evaporated under reduced pressure to afford a crude solid, whi...